This data is from the Open Reaction Database (ORD), a public repository of structured organic reaction records. The task is: describe an organic reaction: reactants, conditions, products, and yield The reactants are C(C)N1C(=CC=C1)CC1=CC(=CC=C1)NC(=O)N (1-ethyl-2-(3'-ureidobenzyl)pyrrole), 4D. Solvent: C(C)(=O)O (acetic acid). Run at time 75 minute. Product: C(C)N1C(CCC1)CC1=CC(=CC=C1)NC(=O)N (1-Ethyl-2-(3'-ureidobenzyl)pyrrolidine). Isolated yield 45.7%. Reaction SMILES: [CH2:1]([N:3]1[CH:7]=[CH:6][CH:5]=[C:4]1[CH2:8][C:9]1[CH:14]=[CH:13][CH:12]=[C:11]([NH:15][C:16]([NH2:18])=[O:17])[CH:10]=1)[CH3:2]>C(O)(=O)C>[CH2:1]([N:3]1[CH2:7][CH2:6][CH2:5][CH:4]1[CH2:8][C:9]1[CH:14]=[CH:13][CH:12]=[C:11]([NH:15][C:16]([NH2:18])=[O:17])[CH:10]=1)[CH3:2]. Procedure details: A solution of 4 g (20 mmol) of 1-ethyl-2-(3'-ureidobenzyl)pyrrole, prepared, for example, as described in Preparation 4D, in 100 ml of glacial acetic acid was hydrogenated at 45 p.s.i. in the presence of 3 g of 5% rodium on activated alumina as catalyst, for 75 minutes. The catalyst was then separated by filtration and the filtrate evaporated in vacuo. The residue was suspended in 100 ml of methylene chloride and 20 ml of concentrated ammonium hydroxide was added. The mixture was dried over sodi... Starting materials: ester, COC1=CC=C(C=C1)C(=CC=O)C1=CC=C(C=C1)OC (3,3-bis(4-methoxyphenyl)-2-propenal), C(=O)(OCC)C=P(C1=CC=CC=C1)(C1=CC=CC=C1)C1=CC=CC=C1 ((carbethoxymethylene)triphenylphosphorane), C(C)OC(\C=C\C=C(C1=CC=C(C=C1)OC)C1=CC=C(C=C1)OC)=O ((E)-5,5-bis(4-methoxyphenyl)-2,4-pentadienoic acid ethyl ester). Solvent: CO (methanol), [OH-].[Na+] (sodium hydroxide), C(Cl)(Cl)(Cl)Cl (carbon tetrachloride). Run at time 8 hour. Yields the product COC1=CC=C(C=C1)C(=C/C=C/C(=O)O)C1=CC=C(C=C1)OC ((E)-5,5-bis(4-methoxyphenyl)-2,4-pentadienoic acid). Reaction SMILES: COC1C=CC(C(C2C=CC(OC)=CC=2)=CC=O)=CC=1.C(C=P(C1C=CC=CC=1)(C1C=CC=CC=1)C1C=CC=CC=1)(OCC)=O.C([O:48][C:49](=[O:70])/[CH:50]=[CH:51]/[CH:52]=[C:53]([C:62]1[CH:67]=[CH:66][C:65]([O:68][CH3:69])=[CH:64][CH:63]=1)[C:54]1[CH:59]=[CH:58][C:57]([O:60][CH3:61])=[CH:56][CH:55]=1)C>C(Cl)(Cl)(Cl)Cl.CO.[OH-].[Na+]>[CH3:69][O:68][C:65]1[CH:64]=[CH:63][C:62]([C:53]([C:54]2[CH:55]=[CH:56][C:57]([O:60][CH3:61])=[CH:58][CH:59]=2)=[CH:52]/[CH:51]=[CH:50]/[C:49]([OH:70])=[O:48])=[CH:67][CH:66]=1 |f:5.6|. Procedure details: A mixture of 3,3-bis(4-methoxyphenyl)-2-propenal (22.7 g) and (carbethoxymethylene)triphenylphosphorane (30 g) in carbon tetrachloride (200 mL) was stirred overnight at room temperature and then at reflux for 5 hours to complete the reaction. The crude product (28.4 g) obtained from the usual work up consisted mainly of (E)-5,5-bis(4-methoxyphenyl)-2,4-pentadienoic acid ethyl ester. The crude ester (28.4 g) in a mixture of methanol (200 mL) and 2N sodium hydroxide solution (100 mL) was heated at... Starting materials: FC(C(=O)O)(F)F (trifluoroacetic acid), N1(C=NC=C1)CCCNC(\C(=C\CCCCC(=O)NOC1OCCCC1)\COC1=CC=CC2=CC=CC=C12)=O ((E)-N1-(3-(1H-imidazol-1-yl)propyl)-2-((naphthalen-1-yloxy)methyl)-N8-(tetra hydro-2H-pyran-2-yloxy)-2-octenediamide), CO.ClCCl (methanol dichloromethane). Solvent: CO (methanol). Product: N1(C=NC=C1)CCCNC(\C(=C\CCCCC(=O)NO)\COC1=CC=CC2=CC=CC=C12)=O ((E)-N1-(3-(1H-imidazol-1-yl)propyl)-N8-hydroxy-2-((naphthalen-1-yloxy)methyl)octenediamide). Yield: 36.8%. As a reaction SMILES: [N:1]1([CH2:6][CH2:7][CH2:8][NH:9][C:10](=[O:39])/[C:11](/[CH2:27][O:28][C:29]2[C:38]3[C:33](=[CH:34][CH:35]=[CH:36][CH:37]=3)[CH:32]=[CH:31][CH:30]=2)=[CH:12]/[CH2:13][CH2:14][CH2:15][CH2:16][C:17]([NH:19][O:20]C2CCCCO2)=[O:18])[CH:5]=[CH:4][N:3]=[CH:2]1.FC(F)(F)C(O)=O.CO.ClCCl>CO>[N:1]1([CH2:6][CH2:7][CH2:8][NH:9][C:10](=[O:39])/[C:11](/[CH2:27][O:28][C:29]2[C:38]3[C:33](=[CH:34][CH:35]=[CH:36][CH:37]=3)[CH:32]=[CH:31][CH:30]=2)=[CH:12]/[CH2:13][CH2:14][CH2:15][CH2:16][C:17]([NH:19][OH:20])=[O:18])[CH:5]=[CH:4][N:3]=[CH:2]1 |f:2.3|. Procedure details: (E)-N1-(3-(1H-imidazol-1-yl)propyl)-2-((naphthalen-1-yloxy)-methyl)-N8-(tetrahydro-2H-pyran-2-yloxy)-2-octenediamide (203 mg, 0.38 mM) obtained in Example (2-1-3) was dissolved in methanol (2 ml), and trifluoroacetic acid (146 μl, 1.90 mM) was slowly added thereto at 0° C. Then, the resulting mixture was heated to room temperature and reacted for 18 hrs. After the completion of reaction, the solvent was removed under reduced pressure. The residue thus obtained was subjected to a silica gel colum... Starting materials: [OH-].[Na+] (NaOH), OCC(C1=CC=CC=C1)N1N=CC(=C1)C(=O)OCC (ethyl 1-(2-hydroxy-1-phenylethyl)-1H-pyrazole-4-carboxylate), Cl (HCl). Run in CCO (EtOH). Run at temperature 90 celsius. Yields the product OCC(C1=CC=CC=C1)N1N=CC(=C1)C(=O)O (1-(2-Hydroxy-1-phenylethyl)-1H-pyrazole-4-carboxylic acid). Reaction SMILES: [OH:1][CH2:2][CH:3]([N:10]1[CH:14]=[C:13]([C:15]([O:17]CC)=[O:16])[CH:12]=[N:11]1)[C:4]1[CH:9]=[CH:8][CH:7]=[CH:6][CH:5]=1.[OH-].[Na+].Cl>CCO>[OH:1][CH2:2][CH:3]([N:10]1[CH:14]=[C:13]([C:15]([OH:17])=[O:16])[CH:12]=[N:11]1)[C:4]1[CH:5]=[CH:6][CH:7]=[CH:8][CH:9]=1 |f:1.2|. Reported procedure: A mixture of ethyl 1-(2-hydroxy-1-phenylethyl)-1H-pyrazole-4-carboxylate (110 mg, 0.423 mmol) in EtOH (2 ml) was treated with NaOH (2N, 0.634 ml, 1.268 mmol) and heated to 90° C. for 30 min. The reaction mixture was acidified with 1N HCl, and all volatiles were removed in vacuo. The remaining residue was suspended in MeOH (10 ml) and filtered. Concentration of the filtrate afforded the title compound. LCMS RtM=1.58 min, [M+H]+=233.2. Starting materials: C(C)(C)N(C(C)C)CC (N,N-diisoproplyethylamine), CC1=NOC(=C1C)NS(=O)(=O)C1=CSC=C1 (N-(3,4-dimethyl-5-isoxazolyl)thiophene-3-sulfonamide), C[Si](CCOCCl)(C)C (2-(trimethylsilyl)ethoxy methyl chloride). Run in C(Cl)Cl (methylene chloride). Run at time 15 minute. Product: C[Si](CCOCC=1SC=CC1S(=O)(=O)NC1=C(C(=NO1)C)C)(C)C (2-[2-(trimethylsilyl)ethoxymethyl]-N-(3,4-dimethyl-5-isoxazolyl)thiophene-3-sulfonamide). Isolated yield 71.2%. RXN SMILES: C(N(CC)C(C)C)(C)C.[CH3:10][C:11]1[C:15]([CH3:16])=[C:14]([NH:17][S:18]([C:21]2[CH:25]=[CH:24][S:23][CH:22]=2)(=[O:20])=[O:19])[O:13][N:12]=1.[CH3:26][Si:27]([CH3:34])([CH3:33])[CH2:28][CH2:29][O:30][CH2:31]Cl>C(Cl)Cl>[CH3:26][Si:27]([CH3:34])([CH3:33])[CH2:28][CH2:29][O:30][CH2:31][C:22]1[S:23][CH:24]=[CH:25][C:21]=1[S:18]([NH:17][C:14]1[O:13][N:12]=[C:11]([CH3:10])[C:15]=1[CH3:16])(=[O:19])=[O:20]. Reported procedure: N,N-diisoproplyethylamine (222 μl, 128 mmol) was added to a solution of N-(3,4-dimethyl-5-isoxazolyl)thiophene-3-sulfonamide (300 mg, 1.16 mmol) in methylene chloride (5 ml), and the mixture was stirred at room temperature for 15 min. The mixture was then cooled to 0° C. and 2-(trimethylsilyl)ethoxy methyl chloride (SEM chloride) (226 μl, 1.28 mmol) was added dropwise via syringe, and the resultant yellow solution was stirred at room temperature for 5 hours. Evaporation of solvents left an oil w... Reactants: COc1ccc2oc(C(O)C3CCCCC3)c(Br)c2c1, O=C([O-])O, Cc1ccccc1, [Na+], O=S(Cl)Cl. The product is COc1ccc2oc(C(Cl)C3CCCCC3)c(Br)c2c1. As a reaction SMILES: [Br:1][c:2]1[c:3]([CH:13]([OH:14])[CH:15]2[CH2:16][CH2:17][CH2:18][CH2:19][CH2:20]2)[o:4][c:5]2[c:6]1[cH:7][c:8]([O:11][CH3:12])[cH:9][cH:10]2.[C:25](=[O:26])([O-:27])[OH:28].[CH3:30][c:31]1[cH:32][cH:33][cH:34][cH:35][cH:36]1.[Na+:29].[S:21]([Cl:22])([Cl:23])=[O:24]>>[Br:1][c:2]1[c:3]([CH:13]([CH:15]2[CH2:16][CH2:17][CH2:18][CH2:19][CH2:20]2)[Cl:23])[o:4][c:5]2[c:6]1[cH:7][c:8]([O:11][CH3:12])[cH:9][cH:10]2. The reactants are C1CCOC1, CO, COC(=O)C1(C(C)C)CCC(N(C)C2CCOCC2)C1, [Li+], [OH-], O, O. Yields the product CC(C)C1(C(=O)O)CCC(N(C)C2CCOCC2)C1. As a reaction SMILES: [CH2:21]1[O:22][CH2:23][CH2:24][CH2:25]1.[CH3:26][OH:27].[CH:1]([CH3:2])([CH3:3])[C:4]1([C:17](=[O:18])[O:19][CH3:20])[CH2:5][CH:6]([N:9]([CH:10]2[CH2:11][CH2:12][O:13][CH2:14][CH2:15]2)[CH3:16])[CH2:7][CH2:8]1.[Li+:29].[OH-:28].[OH2:30].[OH2:31]>>[CH:1]([CH3:2])([CH3:3])[C:4]1([C:17](=[O:18])[OH:19])[CH2:5][CH:6]([N:9]([CH:10]2[CH2:11][CH2:12][O:13][CH2:14][CH2:15]2)[CH3:16])[CH2:7][CH2:8]1. Starting materials: CCN=C=NCCCN(C)C, CCOC(C)=O, CCN(C(C)C)C(C)C, CC(c1ccc(C(=O)O)cc1)n1nc(-c2cc(Cl)cc(Cl)c2)cc1-c1ccc2nccnc2c1, Cl, Cl, CCOC(=O)CCN, CN(C)C=O, On1nnc2cccnc21. Product: CCOC(=O)CCNC(=O)c1ccc(C(C)n2nc(-c3cc(Cl)cc(Cl)c3)cc2-c2ccc3nccnc3c2)cc1. RXN SMILES: [CH3:64][N:65]([CH3:66])[CH2:67][CH2:68][CH2:69][N:70]=[C:71]=[N:72][CH2:73][CH3:74].[CH3:80][CH2:81][O:82][C:83]([CH3:84])=[O:85].[CH:54]([N:55]([CH2:56][CH3:57])[CH:58]([CH3:59])[CH3:60])([CH3:61])[CH3:62].[Cl:1][c:2]1[cH:3][c:4](-[c:9]2[n:10][n:11]([CH:24]([CH3:25])[c:26]3[cH:27][cH:28][c:29]([C:30](=[O:31])[OH:32])[cH:33][cH:34]3)[c:12](-[c:14]3[cH:15][c:16]4[n:17][cH:18][cH:19][n:20][c:21]4[cH:22][cH:23]3)[cH:13]2)[cH:5][c:6]([Cl:8])[cH:7]1.[ClH:35].[ClH:63].[NH2:36][CH2:37][CH2:38][C:39](=[O:40])[O:41][CH2:42][CH3:43].[O:75]=[CH:76][N:77]([CH3:78])[CH3:79].[OH:44][n:45]1[c:46]2[n:47][cH:48][cH:49][cH:50][c:51]2[n:52][n:53]1>>[Cl:1][c:2]1[cH:3][c:4](-[c:9]2[n:10][n:11]([CH:24]([CH3:25])[c:26]3[cH:27][cH:28][c:29]([C:30](=[O:31])[NH:36][CH2:37][CH2:38][C:39](=[O:40])[O:41][CH2:42][CH3:43])[cH:33][cH:34]3)[c:12](-[c:14]3[cH:15][c:16]4[n:17][cH:18][cH:19][n:20][c:21]4[cH:22][cH:23]3)[cH:13]2)[cH:5][c:6]([Cl:8])[cH:7]1. The reactants are O=C(Cl)c1ccccc1Cl, NC(=O)c1nn(-c2cccc(S(N)(=O)=O)c2)c2c1ccc1ccc(N)cc12, c1ccncc1. Yields the product NC(=O)c1nn(-c2cccc(S(N)(=O)=O)c2)c2c1ccc1ccc(NC(=O)c3ccccc3Cl)cc12. RXN SMILES: [Cl:28][c:29]1[c:30]([C:31](=[O:32])[Cl:33])[cH:34][cH:35][cH:36][cH:37]1.[NH2:1][c:2]1[cH:3][c:4]2[c:5]([cH:6][cH:7][c:8]3[c:9]([C:23](=[O:24])[NH2:25])[n:10][n:11](-[c:13]4[cH:14][c:15]([S:19](=[O:20])(=[O:21])[NH2:22])[cH:16][cH:17][cH:18]4)[c:12]23)[cH:26][cH:27]1.[cH:38]1[cH:39][cH:40][n:41][cH:42][cH:43]1>>[NH:1]([c:2]1[cH:3][c:4]2[c:5]([cH:6][cH:7][c:8]3[c:9]([C:23](=[O:24])[NH2:25])[n:10][n:11](-[c:13]4[cH:14][c:15]([S:19](=[O:20])(=[O:21])[NH2:22])[cH:16][cH:17][cH:18]4)[c:12]23)[cH:26][cH:27]1)[C:31]([c:30]1[c:29]([Cl:28])[cH:37][cH:36][cH:35][cH:34]1)=[O:32]. Starting materials: FC=1C=C(C(=O)CNC2=C(C=CC(=C2)OC)C2CC=3C=CC(=CC3CC2)OC(C(C)(C)C)=O)C=CC1O (pivalic acid 6-{2-[(3-fluoro-4-hydroxybenzoyl)methylamino]-4-methoxyphenyl}-5,6,7,8-tetrahydronaphthalen-2-yl ester), C12CCC(CC1)N2C(CBr)=O (1-(7-azabicyclo[2.2.1]hept-7-yl)-2-bromoethanone). The product is C12CCC(CC1)N2CCOC2=C(C=C(CCNC1=C(C=CC(=C1)OC)C1CC=3C=CC(=CC3CC1)O)C=C2)F (6-{2-{{4-[2-(7-Azabicyclo[2.2.1]hept-7-yl)ethoxy]-3-fluorobenzyl}methylamino}-4-methoxyphenyl}-5,6,7,8-tetrahydronaphthalen-2-ol). The yield is 52.4%. RXN SMILES: [F:1][C:2]1[CH:3]=[C:4]([CH:34]=[CH:35][C:36]=1[OH:37])[C:5]([CH2:7][NH:8][C:9]1[CH:14]=[C:13]([O:15][CH3:16])[CH:12]=[CH:11][C:10]=1[CH:17]1[CH2:26][CH2:25][C:24]2[CH:23]=[C:22]([O:27]C(=O)C(C)(C)C)[CH:21]=[CH:20][C:19]=2[CH2:18]1)=O.[CH:38]12[N:44]([C:45](=O)[CH2:46]Br)[CH:41]([CH2:42][CH2:43]1)[CH2:40][CH2:39]2>>[CH:38]12[N:44]([CH2:45][CH2:46][O:37][C:36]3[CH:35]=[CH:34][C:4]([CH2:5][CH2:7][NH:8][C:9]4[CH:14]=[C:13]([O:15][CH3:16])[CH:12]=[CH:11][C:10]=4[CH:17]4[CH2:26][CH2:25][C:24]5[CH:23]=[C:22]([OH:27])[CH:21]=[CH:20][C:19]=5[CH2:18]4)=[CH:3][C:2]=3[F:1])[CH:41]([CH2:42][CH2:43]1)[CH2:40][CH2:39]2. Procedure details: Synthesized from pivalic acid 6-{2-[(3-fluoro-4-hydroxybenzoyl)methylamino]-4-methoxyphenyl}-5,6,7,8-tetrahydronaphthalen-2-yl ester (20 mg) and 1-(7-azabicyclo[2.2.1]hept-7-yl)-2-bromoethanone (17 mg) according to an analogous synthetic method to Example 404 and purified by LC-MS, the title compound (11 mg) was obtained.